Dataset: the Open Reaction Database (ORD), a public repository of structured organic reaction records. Task: describe an organic reaction: reactants, conditions, products, and yield Reactants: O=C(CCl)Nc1c(F)cccc1S, [Na+], [OH-]. The product is O=C1CSc2cccc(F)c2N1. Reaction SMILES: [Cl:1][CH2:2][C:3](=[O:4])[NH:5][c:6]1[c:7]([SH:13])[cH:8][cH:9][cH:10][c:11]1[F:12].[Na+:15].[OH-:14]>>[CH2:2]1[C:3](=[O:4])[NH:5][c:6]2[c:7]([cH:8][cH:9][cH:10][c:11]2[F:12])[S:13]1. Reactants: N1=CC=CC=C1 (pyridine), C(C(C)C)(=O)Cl (isobutyryl chloride), ice, OC=1C(=C2C(CNC2=CC1C)C)C (5-Hydroxy-3,4,6-trimethylindoline). Run in hexanes, C(Cl)Cl (methylene chloride), C(Cl)Cl (methylene chloride). Conditions: time 17 hour. The product is C(C(C)C)(=O)N1CC(C2=C(C(=C(C=C12)C)O)C)C (N-Isobutyryl-5-hydroxy-3,4,6-trimethylindoline). Isolated yield 73.2%. As a reaction SMILES: [OH:1][C:2]1[C:3]([CH3:13])=[C:4]2[C:8](=[CH:9][C:10]=1[CH3:11])[NH:7][CH2:6][CH:5]2[CH3:12].N1C=CC=CC=1.[C:20](Cl)(=[O:24])[CH:21]([CH3:23])[CH3:22]>C(Cl)Cl>[C:20]([N:7]1[C:8]2[C:4](=[C:3]([CH3:13])[C:2]([OH:1])=[C:10]([CH3:11])[CH:9]=2)[CH:5]([CH3:12])[CH2:6]1)(=[O:24])[CH:21]([CH3:23])[CH3:22]. Reported procedure: To an ice-cold solution of indoline 10 (160 mg, 0.9 mmol) dissolved in methylene chloride (4 mL) and kept under an argon atmosphere were added sequentially pyridine (1 mL) and isobutyryl chloride (0.I mL, 9 mmol); the mixture was stirred over the range of 0° C. to room temperature for some 17 h. The mixture was diluted with methylene chloride, washed with brine and dried (MgSO4). Removal of solvents followed by purification of the residue using 1:9 ethyl acetate:hexanes as eluent afforded the de... Starting materials: CCOC(=O)C(C)(C)SCc1ccc(OC)cc1, CCO, [K+], C1CCOC1, [OH-], O. Product: COc1ccc(CSC(C)(C)C(=O)O)cc1. As a reaction SMILES: [C:1](=[O:2])([O:3][CH2:4][CH3:5])[C:6]([CH3:7])([CH3:8])[S:9][CH2:10][c:11]1[cH:12][cH:13][c:14]([O:17][CH3:18])[cH:15][cH:16]1.[CH3:27][CH2:28][OH:29].[K+:26].[O:20]1[CH2:21][CH2:22][CH2:23][CH2:24]1.[OH-:25].[OH2:19]>>[C:1](=[O:2])([OH:3])[C:6]([CH3:7])([CH3:8])[S:9][CH2:10][c:11]1[cH:12][cH:13][c:14]([O:17][CH3:18])[cH:15][cH:16]1. Starting materials: CCO, [Ca+2], [Cl-], [Cl-], N#Cc1ncc([N+](=O)[O-])cc1Cl, [Fe]. Yields the product N#Cc1ncc(N)cc1Cl. Reaction SMILES: [CH3:16][CH2:17][OH:18].[Ca+2:15].[Cl-:13].[Cl-:14].[Cl:1][c:2]1[c:3]([C:11]#[N:12])[n:4][cH:5][c:6]([N+:8]([O-:9])=[O:10])[cH:7]1.[Fe:19]>>[Cl:1][c:2]1[c:3]([C:11]#[N:12])[n:4][cH:5][c:6]([NH2:8])[cH:7]1. Starting materials: C(=C)(C)B1OC(C)(C)C(C)(C)O1 (Isopropenylboronic acid pinacol ester), O1CCOCC1 (dioxane), ClC1=CC=C2C(=CC(=NC2=C1)C(=O)OC)C1=C(C=C(C=C1)OC)F (methyl 7-chloro-4-(2-fluoro-4-methoxyphenyl)quinoline-2-carboxylate), [O-]P(=O)([O-])[O-].[K+].[K+].[K+] (potassium phosphate tribasic). Reagents/catalysts: C(C)(=O)[O-].[Pd+2].C(C)(=O)[O-] (palladium(II) acetate), C(C)(C)(C)P([C-]1C=CC=C1)C(C)(C)C.[C-]1(C=CC=C1)P(C(C)(C)C)C(C)(C)C.[Fe+2] (1,1′-bis(di-tert-butylphosphino)ferrocene). Run in O (water), CCOC(=O)C (EtOAc). The product is FC1=C(C=CC(=C1)OC)C1=CC(=NC2=CC(=CC=C12)C(=C)C)C(=O)OC (methyl 4-(2-fluoro-4-methoxyphenyl)-7-(prop-1-en-2-yl)quinoline-2-carboxylate). Isolated yield 64.9%. RXN SMILES: C(B1O[C:9]([CH3:11])([CH3:10])[C:6]([CH3:8])([CH3:7])O1)(C)=C.ClC1C=[C:22]2[C:17]([C:18]([C:28]3[CH:33]=[CH:32][C:31]([O:34][CH3:35])=[CH:30][C:29]=3[F:36])=[CH:19][C:20]([C:24]([O:26][CH3:27])=[O:25])=[N:21]2)=[CH:16]C=1.[O-]P([O-])([O-])=O.[K+].[K+].[K+].O1CCOCC1>CCOC(C)=O.C([O-])(=O)C.[Pd+2].C([O-])(=O)C.C(P(C(C)(C)C)[C-]1C=CC=C1)(C)(C)C.[C-]1(P(C(C)(C)C)C(C)(C)C)C=CC=C1.[Fe+2].O>[F:36][C:29]1[CH:30]=[C:31]([O:34][CH3:35])[CH:32]=[CH:33][C:28]=1[C:18]1[C:17]2[C:22](=[CH:11][C:9]([C:6]([CH3:7])=[CH2:8])=[CH:10][CH:16]=2)[N:21]=[C:20]([C:24]([O:26][CH3:27])=[O:25])[CH:19]=1 |f:2.3.4.5,8.9.10,11.12.13|. Procedure details: Isopropenylboronic acid pinacol ester (2.67 g, 15.91 mmol), methyl 7-chloro-4-(2-fluoro-4-methoxyphenyl)quinoline-2-carboxylate (5 g, 14.46 mmol), potassium phosphate tribasic (9.21 g, 43.4 mmol) and dioxane (43.8 ml)/water (4.38 ml) were combined and then degassed with nitrogen for 5 minutes. Added palladium(II) acetate (0.243 g, 1.085 mmol) and 1,1′-bis(di-tert-butylphosphino)ferrocene (0.515 g, 1.085 mmol) and then heated to 85° C. for 4 hours. Reaction was complete and was allowed to cool to... Starting materials: BrB(Br)Br, ClCCl, CO, COc1cc(Cl)c(CC2CCN(C3CCc4n[nH]cc4C3)C2=O)c(Cl)c1. The product is O=C1C(Cc2c(Cl)cc(O)cc2Cl)CCN1C1CCc2n[nH]cc2C1. RXN SMILES: [B:27]([Br:28])([Br:29])[Br:30].[CH2:33]([Cl:34])[Cl:35].[CH3:31][OH:32].[Cl:1][c:2]1[c:3]([CH2:4][CH:5]2[C:6](=[O:19])[N:7]([CH:10]3[CH2:11][c:12]4[cH:13][nH:14][n:15][c:16]4[CH2:17][CH2:18]3)[CH2:8][CH2:9]2)[c:20]([Cl:26])[cH:21][c:22]([O:24][CH3:25])[cH:23]1>>[Cl:1][c:2]1[c:3]([CH2:4][CH:5]2[C:6](=[O:19])[N:7]([CH:10]3[CH2:11][c:12]4[cH:13][nH:14][n:15][c:16]4[CH2:17][CH2:18]3)[CH2:8][CH2:9]2)[c:20]([Cl:26])[cH:21][c:22]([OH:24])[cH:23]1. Reactants: FCCN1CCN(CC1)C1CCN(CC1)C(=O)OC(C)(C)C (1,1-Dimethylethyl 4-[4-(2-fluoroethyl)-1-piperazinyl]-1-piperidinecarboxylate). Solvent: CO (MeOH), Cl (HCl). Run at time 1 hour. Product: FCCN1CCN(CC1)C1CCNCC1 (1-(2-fluoroethyl)-4-(4-piperidinyl)piperazine). RXN SMILES: [F:1][CH2:2][CH2:3][N:4]1[CH2:9][CH2:8][N:7]([CH:10]2[CH2:15][CH2:14][N:13](C(OC(C)(C)C)=O)[CH2:12][CH2:11]2)[CH2:6][CH2:5]1>CO.Cl>[F:1][CH2:2][CH2:3][N:4]1[CH2:9][CH2:8][N:7]([CH:10]2[CH2:15][CH2:14][NH:13][CH2:12][CH2:11]2)[CH2:6][CH2:5]1. Reported procedure: 1,1-Dimethylethyl 4-[4-(2-fluoroethyl)-1-piperazinyl]-1-piperidinecarboxylate (10.2 g, 32.3 mmol) was dissolved in 40 mL of MeOH and 40 mL of 37% HCl. Reaction was stirred for 1 h, concentrated in vacuo and then a small amount of H2O was added back to solubilize the HCl salt of the product. When everything was in solution, solid K2CO3 was added to neutralize. The mixture was then concentrated in vacuo to remove H2O. Residue taken up in DCM and solids were filtered and washed with 20% MeOH/DCM. F... Reactants: FC(C(=O)O)(F)F (Trifluoroacetic acid), NC=1SC=C(N1)C(C(=O)NC1[C@@H]2N(C(=C(CS2)CSC2=NN=NN2CCNC(=O)OC(C)(C)C)C(=O)O)C1=O)=NOCC(=O)OC(C)(C)C (7-[2-(2-aminothiazol-4-yl)-2-tert-butoxycarbonylmethoxyiminoacetamido]-3-[1-(2-tert-butoxycarbonylaminoethyl)-1H-tetrazol-5-yl]thiomethyl-3-cephem-4-carboxylic acid). Solvent: C1(=CC=CC=C1)OC (anisole). Conditions: time 70 minute. The product is NC=1SC=C(N1)C(C(=O)NC1[C@@H]2N(C(=C(CS2)CSC2=NN=NN2CCN)C(=O)O)C1=O)=NOCC(=O)O (7-[2-(2-aminothiazol-4-yl)-2-carboxymethoxyiminoacetamido]-3-[1-(2-aminoethyl)-1H-tetrazol-5-yl]thiomethyl-3-cephem-4-carboxylic acid). Isolated yield 47.5%. RXN SMILES: FC(F)(F)C(O)=O.[NH2:8][C:9]1[S:10][CH:11]=[C:12]([C:14](=[N:47][O:48][CH2:49][C:50]([O:52]C(C)(C)C)=[O:51])[C:15]([NH:17][CH:18]2[C:45](=[O:46])[N:20]3[C:21]([C:42]([OH:44])=[O:43])=[C:22]([CH2:25][S:26][C:27]4[N:31]([CH2:32][CH2:33][NH:34]C(OC(C)(C)C)=O)[N:30]=[N:29][N:28]=4)[CH2:23][S:24][C@H:19]23)=[O:16])[N:13]=1>C1(OC)C=CC=CC=1>[NH2:8][C:9]1[S:10][CH:11]=[C:12]([C:14](=[N:47][O:48][CH2:49][C:50]([OH:52])=[O:51])[C:15]([NH:17][CH:18]2[C:45](=[O:46])[N:20]3[C:21]([C:42]([OH:44])=[O:43])=[C:22]([CH2:25][S:26][C:27]4[N:31]([CH2:32][CH2:33][NH2:34])[N:30]=[N:29][N:28]=4)[CH2:23][S:24][C@H:19]23)=[O:16])[N:13]=1. Procedure: Trifluoroacetic acid (12.8 ml.) was added portionwise to a chilled suspension of 7-[2-(2-aminothiazol-4-yl)-2-tert-butoxycarbonylmethoxyiminoacetamido]-3-[1-(2-tert-butoxycarbonylaminoethyl)-1H-tetrazol-5-yl]thiomethyl-3-cephem-4-carboxylic acid (syn isomer, 3.2 g.) in anisole (3.2 ml.), and stirred at room temperature for 70 minutes. After removing the solvent from the resultant mixture in vacuo, the residue was triturated with diethyl ether. The precipitates were collected by filtration, dried... Reactants: C(C)(C)(C)OC(CN(C)S(=O)(=O)C1=CC=C2C(=CN=C(C2=C1)NC(=N)N)Cl)=O (N-[(4-Chloro-1-guanidino-7-isoquinolinyl)sulphonyl]-N-methylglycine t-butyl ester), C(F)(F)(F)C(=O)O (CF3CO2H). Solvent: C1(=CC=CC=C1)C (PhMe), C(Cl)Cl (CH2Cl2). Yields the product FC(C(=O)O)(F)F.FC(C(=O)O)(F)F.ClC1=CN=C(C2=CC(=CC=C12)S(=O)(=O)N(CC(=O)O)C)NC(=N)N (N-[(4-chloro-1-guanidino-7-isoquinolinyl)sulphonyl]-N-methylglycine bis(trifluoroacetate)). As a reaction SMILES: C([O:5][C:6](=[O:28])[CH2:7][N:8]([S:10]([C:13]1[CH:22]=[C:21]2[C:16]([C:17]([Cl:27])=[CH:18][N:19]=[C:20]2[NH:23][C:24]([NH2:26])=[NH:25])=[CH:15][CH:14]=1)(=[O:12])=[O:11])[CH3:9])(C)(C)C.[C:29]([C:33]([OH:35])=[O:34])([F:32])([F:31])[F:30]>C(Cl)Cl.C1(C)C=CC=CC=1>[F:30][C:29]([F:32])([F:31])[C:33]([OH:35])=[O:34].[F:30][C:29]([F:32])([F:31])[C:33]([OH:35])=[O:34].[Cl:27][C:17]1[C:16]2[C:21](=[CH:22][C:13]([S:10]([N:8]([CH3:9])[CH2:7][C:6]([OH:28])=[O:5])(=[O:11])=[O:12])=[CH:14][CH:15]=2)[C:20]([NH:23][C:24]([NH2:26])=[NH:25])=[N:19][CH:18]=1 |f:4.5.6|. Procedure details: N-[(4-Chloro-1-guanidino-7-isoquinolinyl)sulphonyl]-N-methylglycine t-butyl ester (255 mg, 5.96 mmol) was dissolved in CF3CO2H (4.0 mL) and CH2Cl2 (2.0 mL), and the mixture stirred at room temperature for 1 h. The mixture was diluted with PhMe and the solvents were evaporated in vacuo to give N-[(4-chloro-1-guanidino-7-isoquinolinyl)sulphonyl]-N-methylglycine bis(trifluoroacetate) (349 mg, 0.56 mmol) as a white powder. As a reaction SMILES: [Br:1][C:2]1[C:3]([O:17][CH:18]2[CH2:23][CH2:22][N:21]([CH:24]([CH3:26])[CH3:25])[CH2:20][CH2:19]2)=[CH:4][C:5]2[CH:6]=[C:7]3[C:14](=[O:15])[NH:13][CH2:12][C@@H:11]([CH3:16])[N:8]3[C:9]=2[CH:10]=1.[H-].[Na+].Br[CH2:30][CH:31]1[CH2:33][CH2:32]1>>[Br:1][C:2]1[C:3]([O:17][CH:18]2[CH2:23][CH2:22][N:21]([CH:24]([CH3:26])[CH3:25])[CH2:20][CH2:19]2)=[CH:4][C:5]2[CH:6]=[C:7]3[C:14](=[O:15])[N:13]([CH2:30][CH:31]4[CH2:33][CH2:32]4)[CH2:12][C@@H:11]([CH3:16])[N:8]3[C:9]=2[CH:10]=1 |f:1.2|. The yield is 55.0%. Procedure: The title compound was synthesized in analogy to example 17, from (R)-7-bromo-8-(1-isopropyl-piperidin-4-yloxy)-4-methyl-3,4-dihydro-2H-pyrazino[1,2-a]indol-1-one (example 93), sodium hydride and 1-(bromomethyl)cyclopropane, to give the product as a white solid (55%). The product is BrC=1C(=CC=2C=C3N(C2C1)[C@@H](CN(C3=O)CC3CC3)C)OC3CCN(CC3)C(C)C ((R)-7-Bromo-2-cyclopropylmethyl-8-(1-isopropyl-piperidin-4-yloxy)-4-methyl-3,4-dihydro-2H-pyrazino[1,2-a]indol-1-one), product. Reactants: BrC=1C(=CC=2C=C3N(C2C1)[C@@H](CNC3=O)C)OC3CCN(CC3)C(C)C ((R)-7-Bromo-8-(1-isopropyl-piperidin-4-yloxy)-4-methyl-3,4-dihydro-2H-pyrazino[1,2-a]indol-1-one), [H-].[Na+] (sodium hydride), BrCC1CC1 (1-(bromomethyl)cyclopropane).